describe an organic reaction: reactants, conditions, products, and yield From a dataset of the Open Reaction Database (ORD), a public repository of structured organic reaction records. The reactants are CN1CCN(CC1)C1=CC=C(C=C1)NC=1C=2N(C(=CN1)C=1C=C(SC1)C(=O)N)N=CN2 (4-{8-[4-(4-Methyl-piperazin-1-yl)-phenylamino]-[1,2,4]triazolo[1,5-a]pyrazin-5-yl}-thiophene-2-carboxylic acid amide), BrC1=CN=C(C=2N1N=CN2)NC=2C=NC(=CC2)N2CCN(CC2)C(C)C (5-bromo-N-(6-(4-isopropylpiperazin-1-yl)pyridin-3-yl)-[1,2,4]triazolo[1,5-a]pyrazin-8-amine), CC1(OB(OC1(C)C)C=1C=C2CNC(C2=CC1)=O)C (5-(4,4,5,5-tetramethyl-[1,3,2]dioxaborolan-2-yl)-2,3-dihydro-isoindol-1-one). Reagents/catalysts: C=1C=CC(=CC1)[P](C=2C=CC=CC2)(C=3C=CC=CC3)[Pd]([P](C=4C=CC=CC4)(C=5C=CC=CC5)C=6C=CC=CC6)([P](C=7C=CC=CC7)(C=8C=CC=CC8)C=9C=CC=CC9)[P](C=1C=CC=CC1)(C=1C=CC=CC1)C=1C=CC=CC1 (Pd(PPh3)4). The solvent is C(=O)([O-])[O-].[Na+].[Na+] (Na2CO3), O1CCOCC1 (dioxane). Yields the product C(C)(C)N1CCN(CC1)C1=CC=C(C=N1)NC=1C=2N(C(=CN1)C=1C=C3CNC(C3=CC1)=O)N=CN2 (5-(8-(6-(4-Isopropylpiperazin-1-yl)pyridin-3-ylamino)-[1,2,4]triazolo[1,5-a]pyrazin-5-yl)isoindolin-1-one). As a reaction SMILES: CN1CCN(C2C=CC(NC3C4N(N=CN=4)C(C4C=C(C(N)=O)SC=4)=CN=3)=CC=2)CC1.Br[C:33]1[N:38]2[N:39]=[CH:40][N:41]=[C:37]2[C:36]([NH:42][C:43]2[CH:44]=[N:45][C:46]([N:49]3[CH2:54][CH2:53][N:52]([CH:55]([CH3:57])[CH3:56])[CH2:51][CH2:50]3)=[CH:47][CH:48]=2)=[N:35][CH:34]=1.CC1(C)C(C)(C)OB([C:66]2[CH:67]=[C:68]3[C:72](=[CH:73][CH:74]=2)[C:71](=[O:75])[NH:70][CH2:69]3)O1>C([O-])([O-])=O.[Na+].[Na+].O1CCOCC1.C1C=CC([P]([Pd]([P](C2C=CC=CC=2)(C2C=CC=CC=2)C2C=CC=CC=2)([P](C2C=CC=CC=2)(C2C=CC=CC=2)C2C=CC=CC=2)[P](C2C=CC=CC=2)(C2C=CC=CC=2)C2C=CC=CC=2)(C2C=CC=CC=2)C2C=CC=CC=2)=CC=1>[CH:55]([N:52]1[CH2:53][CH2:54][N:49]([C:46]2[N:45]=[CH:44][C:43]([NH:42][C:36]3[C:37]4[N:38]([N:39]=[CH:40][N:41]=4)[C:33]([C:66]4[CH:67]=[C:68]5[C:72](=[CH:73][CH:74]=4)[C:71](=[O:75])[NH:70][CH2:69]5)=[CH:34][N:35]=3)=[CH:48][CH:47]=2)[CH2:50][CH2:51]1)([CH3:57])[CH3:56] |f:3.4.5,^1:92,94,113,132|. Reported procedure: This compound may be prepared using methods as described for Compound 6, step 4, using 5-bromo-N-(6-(4-isopropylpiperazin-1-yl)pyridin-3-yl)-[1,2,4]triazolo[1,5-a]pyrazin-8-amine (50 mg, 0.12 mmol), 5-(4,4,5,5-tetramethyl-[1,3,2]dioxaborolan-2-yl)-2,3-dihydro-isoindol-1-one (56 mg, 0.216 mmol) and Pd(PPh3)4 (35 mg, 0.03 mmol) in 1.5M Na2CO3 (0.64 mL) and dioxane (2 mL). The crude product is purified by silica gel column chromatography eluting with 95:5 DCM:MeOH followed by 90:10 DCM:MeOH. The ti... Starting materials: C(C)[Mg]Cl (ethyl magnesium chloride), C(CCCCC)[C@H]1OC1 ((2R)-2-Hexyloxirane), O (water), C1(=CC=C(C=C1)S(=O)(=O)Cl)C (p-toluenesulfonyl chloride). Reagents/catalysts: [Cu](Cl)Cl (copper chloride). The solvent is O1CCCC1 (tetrahydrofuran), C(C)(=O)OCC (ethyl acetate), O1CCCC1 (tetrahydrofuran), N1=CC=CC=C1 (pyridine), O1CCCC1 (tetrahydrofuran). Reaction conditions: temperature -20 celsius, time 1.5 hour. The product is C1(=CC=C(C=C1)S(=O)(=O)O[C@H](CCCCCC)CCC)C ((1S)-1-propylheptyl p-toluenesulfonate). Reaction SMILES: [CH2:1]([C@@H:7]1[CH2:9][O:8]1)[CH2:2][CH2:3][CH2:4][CH2:5][CH3:6].[CH2:10]([Mg]Cl)[CH3:11].[C:14]1([CH3:24])[CH:19]=[CH:18][C:17]([S:20](Cl)(=[O:22])=[O:21])=[CH:16][CH:15]=1.O>O1CCCC1.[Cu](Cl)Cl.C(OCC)(=O)C.N1C=CC=CC=1>[C:14]1([CH3:24])[CH:19]=[CH:18][C:17]([S:20]([O:8][C@@H:7]([CH2:9][CH2:10][CH3:11])[CH2:1][CH2:2][CH2:3][CH2:4][CH2:5][CH3:6])(=[O:22])=[O:21])=[CH:16][CH:15]=1. Reported procedure: (2R)-2-Hexyloxirane (1.22 mL, 100% ee) was added dropwise to a tetrahydrofuran (2.21 mL) solution of copper chloride (15.8 mg) at −20° C. under argon atmosphere, and then a 2.11 mol/L ethyl magnesium chloride in tetrahydrofuran solution (4.55 mL) was added dropwise thereto. The reaction mixture was stirred at −20° C. for 1.5 hours, and a tetrahydrofuran solution of p-toluenesulfonyl chloride (1.83 g) was added dropwise thereto, followed by stirring for 1.5 hours. Then, the temperature was raised... Procedure: Prepared from 1-acetyl-3-(1-ethoxy-1-phenyl-methylidene)-6-phenyl-2-indolinone and 3-(dimethylaminomethyl)-aniline Starting materials: C(C)(=O)N1C(C(C2=CC=C(C=C12)C1=CC=CC=C1)=C(C1=CC=CC=C1)OCC)=O (1-acetyl-3-(1-ethoxy-1-phenyl-methylidene)-6-phenyl-2-indolinone), CN(C)CC=1C=C(N)C=CC1 (3-(dimethylaminomethyl)-aniline). As a reaction SMILES: C([N:4]1[C:12]2[C:7](=[CH:8][CH:9]=[C:10]([C:13]3[CH:18]=[CH:17][CH:16]=[CH:15][CH:14]=3)[CH:11]=2)[C:6](=[C:19](OCC)[C:20]2[CH:25]=[CH:24][CH:23]=[CH:22][CH:21]=2)[C:5]1=[O:29])(=O)C.[CH3:30][N:31]([CH2:33][C:34]1[CH:35]=[C:36]([CH:38]=[CH:39][CH:40]=1)[NH2:37])[CH3:32]>>[CH3:32][N:31]([CH2:33][C:34]1[CH:35]=[C:36]([CH:38]=[CH:39][CH:40]=1)[NH:37]/[C:19](=[C:6]1\[C:5](=[O:29])[NH:4][C:12]2[C:7]\1=[CH:8][CH:9]=[C:10]([C:13]1[CH:18]=[CH:17][CH:16]=[CH:15][CH:14]=1)[CH:11]=2)/[C:20]1[CH:21]=[CH:22][CH:23]=[CH:24][CH:25]=1)[CH3:30]. The product is CN(C)CC=1C=C(N\C(\C2=CC=CC=C2)=C\2/C(NC3=CC(=CC=C23)C2=CC=CC=C2)=O)C=CC1 (3-(Z)-{1-[3-(dimethylaminomethyl)-anilino]-1-phenyl-methylidene}-6-phenyl-2-indolinone). Yield: 55.0%. The solvent is CN(C)C=O (DMF). Yields the product C(C)OC(CC(CCC)N1C(N(C2=C1C=CC=C2)CC2=NSC1=C2C(=CC(=C1)C)C)=O)=O (3-[3-(4,6-Dimethyl-1,2-benzisothiazol-3-ylmethyl)-2-oxo-2,3-dihydro-benzimidazol-1-yl]-hexanoic acid ethyl ester). Starting materials: C(=O)([O-])[O-].[K+].[K+] (K2CO3), O (water), C(C)OC(CC(CCC)N1C(NC2=C1C=CC=C2)=O)=O (3-(2-Oxo-2,3-dihydro-benzimidazol-1-yl)-hexanoic acid ethyl ester), BrCC1=NSC2=C1C(=CC(=C2)C)C (3-Bromomethyl-4,6-dimethyl-benzo[d]isothiazole), BrCC1=NSC2=C1C(=CC(=C2)C)C (3-Bromomethyl-4,6-dimethyl-1,2-benzisothiazole). Procedure details: To a solution of 3-(2-Oxo-2,3-dihydro-benzimidazol-1-yl)-hexanoic acid ethyl ester (50 mg, 0.18 mmol) in DMF (10 mL) were added 3-Bromomethyl-4,6-dimethyl-benzo[d]isothiazole, CAS: 3-Bromomethyl-4,6-dimethyl-1,2-benzisothiazole (69.5 mg, 0.27 mmol) and K2CO3 (50 mg, 0.36 mmol) at room temperature under nitrogen atmosphere. The solution was heated to 100 C for 2 hours. The solution was cooled down and water was added. The solution was extracted with EtOAc and the combined organic layer was dried ... As a reaction SMILES: [CH2:1]([O:3][C:4](=[O:20])[CH2:5][CH:6]([N:10]1[C:14]2[CH:15]=[CH:16][CH:17]=[CH:18][C:13]=2[NH:12][C:11]1=[O:19])[CH2:7][CH2:8][CH3:9])[CH3:2].Br[CH2:22][C:23]1[C:27]2[C:28]([CH3:33])=[CH:29][C:30]([CH3:32])=[CH:31][C:26]=2[S:25][N:24]=1.C([O-])([O-])=O.[K+].[K+].O>CN(C=O)C>[CH2:1]([O:3][C:4](=[O:20])[CH2:5][CH:6]([N:10]1[C:14]2[CH:15]=[CH:16][CH:17]=[CH:18][C:13]=2[N:12]([CH2:22][C:23]2[C:27]3[C:28]([CH3:33])=[CH:29][C:30]([CH3:32])=[CH:31][C:26]=3[S:25][N:24]=2)[C:11]1=[O:19])[CH2:7][CH2:8][CH3:9])[CH3:2] |f:2.3.4|. The reactants are C1(CCCCC1)C(C(C(=O)OC(C)(C)C)=NO)=O (tert-Butyl 3-cyclohexyl-2-hydroxyimino-3-oxopropionate), C(C1=CC=CC=C1)N (benzylamine). Solvent: C1=CC=CC=C1 (benzene). Yields the product C1(CCCCC1)C1=C(N=C(N1)C1=CC=CC=C1)C(=O)OC(C)(C)C (tert-butyl 5-cyclohexyl-2-phenylimidazole-4-carboxylate). Isolated yield 27.1%. As a reaction SMILES: [CH:1]1([C:7](=O)[C:8](=[N:16]O)[C:9]([O:11][C:12]([CH3:15])([CH3:14])[CH3:13])=[O:10])[CH2:6][CH2:5][CH2:4][CH2:3][CH2:2]1.[CH2:19]([NH2:26])[C:20]1[CH:25]=[CH:24][CH:23]=[CH:22][CH:21]=1>C1C=CC=CC=1>[CH:1]1([C:7]2[NH:26][C:19]([C:20]3[CH:25]=[CH:24][CH:23]=[CH:22][CH:21]=3)=[N:16][C:8]=2[C:9]([O:11][C:12]([CH3:15])([CH3:14])[CH3:13])=[O:10])[CH2:6][CH2:5][CH2:4][CH2:3][CH2:2]1. Reported procedure: tert-Butyl 3-cyclohexyl-2-hydroxyimino-3-oxopropionate (2.6 g) and benzylamine (2.1 g) were dissolved in benzene (50 ml), and the mixture was refluxed under heating for 16 hr. The solvent was concentrated under reduced pressure. The obtained residue was purified by silica gel chromatography (chloroform:ethyl acetate=8:1) to give tert-butyl 5-cyclohexyl-2-phenylimidazole-4-carboxylate (0.90 g), melting point 222-223° C. Yields the product [C-]#[N+]C1(C(=O)OCC)Cc2ccc(F)c(F)c2C1. Starting materials: Fc1ccc(CBr)c(CBr)c1F, CCCC[N+](CCCC)(CCCC)CCCC, [K+], [K+], [C-]#[N+]CC(=O)OCC, O=C([O-])[O-], O=S(=O)([O-])O. Reaction SMILES: [Br:1][CH2:2][c:3]1[c:4]([CH2:11][Br:12])[c:5]([F:10])[c:6]([F:9])[cH:7][cH:8]1.[CH2:32]([N+:33]([CH2:34][CH2:35][CH2:36][CH3:37])([CH2:38][CH2:39][CH2:40][CH3:41])[CH2:42][CH2:43][CH2:44][CH3:45])[CH2:46][CH2:47][CH3:48].[K+:21].[K+:22].[N+:13](#[C-:14])[CH2:15][C:16](=[O:17])[O:18][CH2:19][CH3:20].[O-:23][C:24]([O-:25])=[O:26].[S:27]([O-:28])([OH:29])(=[O:30])=[O:31]>>[CH2:2]1[c:3]2[c:4]([c:5]([F:10])[c:6]([F:9])[cH:7][cH:8]2)[CH2:11][C:15]1([N+:13]#[C-:14])[C:16](=[O:17])[O:18][CH2:19][CH3:20].